This data is from the Open Reaction Database (ORD), a public repository of structured organic reaction records. The task is: describe an organic reaction: reactants, conditions, products, and yield Starting materials: C1(=CC=CC=C1)C(C1=CC=CC=C1)=NC=1C=NC=C(C=O)C1 (5-((diphenylmethylene)amino)nicotinaldehyde), ClC=1C2=C(N=CN1)N(C=C2I)C (4-chloro-5-iodo-7-methyl-7H-pyrrolo[2,3-d]pyrimidine), [Li]CCCC (n-BuLi), solution. Run in C1CCOC1 (THF), C1CCOC1 (THF), CCCCCC (hexane). Run at time 50 minute. Product: ClC=1C2=C(N=CN1)N(C=C2C(O)C=2C=NC=C(C2)N=C(C2=CC=CC=C2)C2=CC=CC=C2)C ((4-Chloro-7-methyl-7H-pyrrolo[2,3-d]pyrimidin-5-yl)(5-((diphenylmethylene)amino)pyridin-3-yl)methanol). Yield: 48.0%. RXN SMILES: [Cl:1][C:2]1[C:3]2[C:10](I)=[CH:9][N:8]([CH3:12])[C:4]=2[N:5]=[CH:6][N:7]=1.[Li]CCCC.[C:18]1([C:24](=[N:31][C:32]2[CH:33]=[N:34][CH:35]=[C:36]([CH:39]=2)[CH:37]=[O:38])[C:25]2[CH:30]=[CH:29][CH:28]=[CH:27][CH:26]=2)[CH:23]=[CH:22][CH:21]=[CH:20][CH:19]=1>C1COCC1.CCCCCC>[Cl:1][C:2]1[C:3]2[C:10]([CH:37]([C:36]3[CH:35]=[N:34][CH:33]=[C:32]([N:31]=[C:24]([C:25]4[CH:30]=[CH:29][CH:28]=[CH:27][CH:26]=4)[C:18]4[CH:23]=[CH:22][CH:21]=[CH:20][CH:19]=4)[CH:39]=3)[OH:38])=[CH:9][N:8]([CH3:12])[C:4]=2[N:5]=[CH:6][N:7]=1. Procedure: To stirred solution of 4-chloro-5-iodo-7-methyl-7H-pyrrolo[2,3-d]pyrimidine (Preparation 226, 6.6 g, 22.7 mmol) in THF (130 mL) was added n-BuLi (18.2 mL of a 2.5M solution in hexane, 45 mmol) at −75° C. under N2, and the mixture was stirred for 50 min. A solution of 5-((diphenylmethylene)amino)nicotinaldehyde (Preparation 106, 6.5 g, 22.7 mmol) in dry THF (50 mL) was added and the mixture was stirred at −70° C. for 80 min. The mixture was quenched with sat. aq. NH4Cl solution and extracted with... Reactants: CCO, O=C(Nc1ccc(-c2cnc(OC3CN4CCC3CC4)cn2)cc1)OCc1ccccc1. The product is Nc1ccc(-c2cnc(OC3CN4CCC3CC4)cn2)cc1. Reaction SMILES: [CH3:33][CH2:34][OH:35].[N:1]12[CH2:2][CH:3]([O:9][c:10]3[n:11][cH:12][c:13](-[c:16]4[cH:17][cH:18][c:19]([NH:22][C:23](=[O:24])[O:25][CH2:26][c:27]5[cH:28][cH:29][cH:30][cH:31][cH:32]5)[cH:20][cH:21]4)[n:14][cH:15]3)[CH:4]([CH2:5][CH2:6]1)[CH2:7][CH2:8]2>>[N:1]12[CH2:2][CH:3]([O:9][c:10]3[n:11][cH:12][c:13](-[c:16]4[cH:17][cH:18][c:19]([NH2:22])[cH:20][cH:21]4)[n:14][cH:15]3)[CH:4]([CH2:5][CH2:6]1)[CH2:7][CH2:8]2. Starting materials: CC(C)(C)[O-], CC(C)(C)O, CI, CC(=O)O, CC(C)(NC(=O)OCc1ccccc1)C(=O)Nc1ccc([N+](=O)[O-])cc1C(=O)c1ccccc1F, [K+]. The product is CN(C(=O)C(C)(C)NC(=O)OCc1ccccc1)c1ccc([N+](=O)[O-])cc1C(=O)c1ccccc1F. As a reaction SMILES: [C:36]([O-:37])([CH3:38])([CH3:39])[CH3:40].[C:48]([OH:49])([CH3:50])([CH3:51])[CH3:52].[CH3:42][I:43].[CH3:44][C:45](=[O:46])[OH:47].[F:1][c:2]1[c:3]([C:4](=[O:5])[c:6]2[c:7]([NH:15][C:16](=[O:17])[C:18]([CH3:19])([CH3:20])[NH:21][C:22]([O:23][CH2:24][c:25]3[cH:26][cH:27][cH:28][cH:29][cH:30]3)=[O:31])[cH:8][cH:9][c:10]([N+:12](=[O:13])[O-:14])[cH:11]2)[cH:32][cH:33][cH:34][cH:35]1.[K+:41]>>[F:1][c:2]1[c:3]([C:4](=[O:5])[c:6]2[c:7]([N:15]([C:16](=[O:17])[C:18]([CH3:19])([CH3:20])[NH:21][C:22]([O:23][CH2:24][c:25]3[cH:26][cH:27][cH:28][cH:29][cH:30]3)=[O:31])[CH3:36])[cH:8][cH:9][c:10]([N+:12](=[O:13])[O-:14])[cH:11]2)[cH:32][cH:33][cH:34][cH:35]1. Reaction conditions: temperature 110 celsius, time 1 hour. As a reaction SMILES: [N:1]1[CH:6]=[CH:5][CH:4]=[CH:3][C:2]=1[C:7]1[CH:12]=[CH:11][NH:10][C:9](=O)[N:8]=1.O.[OH-].[Na+].O.[NH2:18][NH2:19]>P(Cl)(Cl)(Cl)=O.C(Cl)Cl.CO>[NH:18]([C:9]1[N:8]=[C:7]([C:2]2[CH:3]=[CH:4][CH:5]=[CH:6][N:1]=2)[CH:12]=[CH:11][N:10]=1)[NH2:19] |f:2.3,4.5|. The product is N(N)C1=NC=CC(=N1)C1=NC=CC=C1 (2-Hydrazino-4-(2-pyridyl)pyrimidine). The reactants are O.NN (hydrazine monohydrate), N1=C(C=CC=C1)C1=NC(NC=C1)=O (4-(2-pyridyl)pyrimid-2-one), [OH-].[Na+] (NaOH), O (water). Solvent: C(Cl)Cl (CH2Cl2), CO (MeOH), P(=O)(Cl)(Cl)Cl (phosphorus oxychloride). The yield is 29.5%. Reported procedure: To a solution of 2-amino-4-(2-pyridyl)pyrimidine (10.10 g, 58.66 mmol) in 5% aqueous sulfuric acid (200 mL) was added sodium nitrate (20.24 g, 293.3 mmol) portionwise over 10 min. The solution was stirred at room temperature for 2 h and was then adjusted to pH 10 by addition of 6N aq. NaOH. The resulting mixture was then extracted with 30% i-PrOH in CHCl3 (10×300 mL), and the combined organic phase was dried over anhydrous MgSO4 and concentrated in vacuo. The residue was triturated with hexanes ... Starting materials: CNc1ccc(N)c(C)n1, O=C(O)c1cc2cc(F)ccc2n1Cc1cccc(F)c1. Product: CNc1ccc(NC(=O)c2cc3cc(F)ccc3n2Cc2cccc(F)c2)c(C)n1. RXN SMILES: [CH3:22][NH:23][c:24]1[cH:25][cH:26][c:27]([NH2:31])[c:28]([CH3:30])[n:29]1.[F:1][c:2]1[cH:3][c:4]2[cH:5][c:6]([C:19](=[O:20])[OH:21])[n:7]([CH2:11][c:12]3[cH:13][c:14]([F:18])[cH:15][cH:16][cH:17]3)[c:8]2[cH:9][cH:10]1>>[F:1][c:2]1[cH:3][c:4]2[cH:5][c:6]([C:19](=[O:20])[NH:31][c:27]3[cH:26][cH:25][c:24]([NH:23][CH3:22])[n:29][c:28]3[CH3:30])[n:7]([CH2:11][c:12]3[cH:13][c:14]([F:18])[cH:15][cH:16][cH:17]3)[c:8]2[cH:9][cH:10]1. Starting materials: ClC=1C=CC(=NC1)[N+](=O)[O-] (5-chloro-2-nitropyridine), N1CCNCC1 (piperazine). Solvent: C(CCC)O (n-butanol). Run at temperature 95 celsius. The product is Cl.[N+](=O)([O-])C1=CC=C(C=N1)N1CCNCC1 (1-(6-Nitropyridin-3-yl)piperazine hydrochloride). RXN SMILES: [Cl:1][C:2]1[CH:3]=[CH:4][C:5]([N+:8]([O-:10])=[O:9])=[N:6][CH:7]=1.[NH:11]1[CH2:16][CH2:15][NH:14][CH2:13][CH2:12]1>C(O)CCC>[ClH:1].[N+:8]([C:5]1[N:6]=[CH:7][C:2]([N:11]2[CH2:16][CH2:15][NH:14][CH2:13][CH2:12]2)=[CH:3][CH:4]=1)([O-:10])=[O:9] |f:3.4|. Procedure: A nitrogen-flushed, suitably equipped 22 L 4-neck round bottom flask is charged with 1392 g (8.78 mol, 1.0 eq.) of 5-chloro-2-nitropyridine (A2d), 1512 g (17.56 mol, 2.0 eq.) of piperazine (A2c) and 11,340 g (14,000 mL) of n-butanol. The resulting suspension is stirred and heated to 95° C. This temperature is maintained for at least 24 h or until the remaining starting material, A2d, is ≧2% (area normalization) as determined by HPLC analysis. The resulting slurry is cooled to 25° C. over 1 h. Th... Starting materials: ClC1=NC=CC(=C1N=P(C1=CC=CC=C1)(C1=CC=CC=C1)C1=CC=CC=C1)I (2-chloro-4-iodo-N-(triphenylphosphoranylidene) pyridin-3-amine), COC1=C(C=CC=C1)B(O)O ((2-methoxyphenyl) boronic acid), C([O-])([O-])=O.[K+].[K+] (potassium carbonate). Reagents/catalysts: [Pd].P.P.P.P (tetrakisphosphine palladium(0)). The solvent is COCCOC (DME). Yields the product ClC1=NC=CC(=C1N)C1=C(C=CC=C1)OC (2-chloro-4-(2-methoxyphenyl)pyridin-3-amine). The yield is 78.3%. RXN SMILES: [Cl:1][C:2]1[C:7]([N:8]=P(C2C=CC=CC=2)(C2C=CC=CC=2)C2C=CC=CC=2)=[C:6](I)[CH:5]=[CH:4][N:3]=1.[CH3:29][O:30][C:31]1[CH:36]=[CH:35][CH:34]=[CH:33][C:32]=1B(O)O.C(=O)([O-])[O-].[K+].[K+]>COCCOC.[Pd].P.P.P.P>[Cl:1][C:2]1[C:7]([NH2:8])=[C:6]([C:32]2[CH:33]=[CH:34][CH:35]=[CH:36][C:31]=2[O:30][CH3:29])[CH:5]=[CH:4][N:3]=1 |f:2.3.4,6.7.8.9.10|. Procedure details: 2-chloro-4-iodo-N-(triphenylphosphoranylidene) pyridin-3-amine (12 g, 23 mmol), (2-methoxyphenyl) boronic acid (4.25 g, 28 mmol), 2M potassium carbonate solution (46.6 ml, 93 mmol) were poured in 120 mL DME and degassed with bubbling nitrogen for 15 min. To the stirred solution was added tetrakisphosphine palladium(0) (1.35 g, 1.12 mmol) and reaction mixture was degassed for another 10 min. Reaction mixture was then refluxed for 48 h. Cooled reaction mixture was partitioned between ethyl acetate...